Dataset: the Open Reaction Database (ORD), a public repository of structured organic reaction records. Task: describe an organic reaction: reactants, conditions, products, and yield Reactants: Cl (hydrochloric acid), O (Water), C([O-])([O-])=O.[K+].[K+] (potassium carbonate), C(#N)C1=CC=C(C=C1)C1C(=C(N(C=2N1N=C(N2)N2C(C1=CC=CC=C1C2=O)=O)C2=CC(=CC=C2)C(F)(F)F)C)C(=O)OCC (ethyl 7-(4-cyanophenyl)-2-(1,3-dioxo-1,3-dihydro-2H-isoindol-2-yl)-5-methyl-4-[3-(trifluoromethyl)-phenyl]-4,7-dihydro[1,2,4]triazolo[1,5-a]pyrimidine-6-carboxylate). Solvent: C(C)O (ethanol). Conditions: temperature 50 celsius. The product is C(#N)C1=CC=C(C=C1)C1C(=C(N(C=2N1N=C(N2)NC(=O)C2=C(C(=O)O)C=CC=C2)C2=CC(=CC=C2)C(F)(F)F)C)C(=O)OCC (2-({7-(4-Cyanophenyl)-6-(ethoxycarbonyl)-5-methyl-4-[3-(trifluoromethyl)phenyl]-4,7-dihydro-[1,2,4]triazolo[1,5-a]pyrimidin-2-yl}carbamoyl)benzoic acid). Isolated yield 87.4%. Reaction SMILES: O.[C:2](=[O:5])([O-:4])[O-].[K+].[K+].[C:8]([C:10]1[CH:15]=[CH:14][C:13]([CH:16]2[N:21]3[N:22]=[C:23]([N:25]4C(=O)[C:32]5[C:27](=[CH:28][CH:29]=[CH:30][CH:31]=5)[C:26]4=[O:35])[N:24]=[C:20]3[N:19]([C:36]3[CH:41]=[CH:40][CH:39]=[C:38]([C:42]([F:45])([F:44])[F:43])[CH:37]=3)[C:18]([CH3:46])=[C:17]2[C:47]([O:49][CH2:50][CH3:51])=[O:48])=[CH:12][CH:11]=1)#[N:9].Cl>C(O)C>[C:8]([C:10]1[CH:11]=[CH:12][C:13]([CH:16]2[N:21]3[N:22]=[C:23]([NH:25][C:26]([C:27]4[CH:28]=[CH:29][CH:30]=[CH:31][C:32]=4[C:2]([OH:4])=[O:5])=[O:35])[N:24]=[C:20]3[N:19]([C:36]3[CH:41]=[CH:40][CH:39]=[C:38]([C:42]([F:43])([F:45])[F:44])[CH:37]=3)[C:18]([CH3:46])=[C:17]2[C:47]([O:49][CH2:50][CH3:51])=[O:48])=[CH:14][CH:15]=1)#[N:9] |f:1.2.3|. Procedure: Water (1 ml) and potassium carbonate (23.1 mg, 167 μmol, 2 eq.) were added to a solution of ethyl 7-(4-cyanophenyl)-2-(1,3-dioxo-1,3-dihydro-2H-isoindol-2-yl)-5-methyl-4-[3-(trifluoromethyl)-phenyl]-4,7-dihydro[1,2,4]triazolo[1,5-a]pyrimidine-6-carboxylate (50.0 mg, 83.5 μmol; Example 1) in ethanol (6.25 ml). In a closed, pressure-proof glass tube, the reaction mixture was heated at 50° C. 1 N hydrochloric acid (670 μl, 670 μmol, 8 eq.) was then added, the reaction mixture was concentrated under... Starting materials: FC1=CC2=C(C(=NO2)C2CCNCC2)C=C1 (6-fluoro-3-(4-piperidinyl)-1,2-benzisoxazole), C(=O)([O-])[O-].[K+].[K+] (K2CO3), BrCCCOC1=C(C=C(C(=O)N)C=C1)OC (4-(3bromopropoxy)-3-methoxybenzamide). The solvent is C(C)#N (acetonitrile). The product is COC=1C=C(C(=O)N)C=CC1 (3-methoxybenzamide). RXN SMILES: FC1C=CC2C(C3CCNCC3)=NOC=2C=1.C([O-])([O-])=O.[K+].[K+].BrCCCO[C:28]1[CH:36]=[CH:35][C:31]([C:32]([NH2:34])=[O:33])=[CH:30][C:29]=1[O:37][CH3:38]>C(#N)C>[CH3:38][O:37][C:29]1[CH:30]=[C:31]([CH:35]=[CH:36][CH:28]=1)[C:32]([NH2:34])=[O:33] |f:1.2.3|. Procedure: A mixture of 6-fluoro-3-(4-piperidinyl)-1,2-benzisoxazole (2.2 g, 10.0 mmol), K2CO3 (2.0 g) and 4-(3bromopropoxy)-3-methoxybenzamide (2.32 g, 8.0 mmol) in acetonitrile (80 ml) was heated at reflux for 5 hours. At the end of the reaction the solvent was evaporated. The residue was extracted into dichloromethane. The inorganic insolubles were filtered off. The dichloromethane was concentrated again. The crude residue was purified by flash chromatography over a silica gel column (55 g, SiO2; eluted... The reactants are C(C)C(CBr)CCCC (2-ethylhexyl bromide), C(CCCCCCCCCO)O (1,10-decanediol), [OH-].[K+] (KOH), resultant mixture. Solvent: C=1(C(=CC=CC1)C)C (xylene). Reaction conditions: time 15 hour. Yields the product C(C)C(COCCCCCCCCCCO)CCCC (10-(2-ethylhexyloxy)decanol). Isolated yield 72.1%. As a reaction SMILES: [CH2:1]([OH:12])[CH2:2][CH2:3][CH2:4][CH2:5][CH2:6][CH2:7][CH2:8][CH2:9][CH2:10][OH:11].[OH-].[K+].[CH2:15]([CH:17]([CH2:20][CH2:21][CH2:22][CH3:23])[CH2:18]Br)[CH3:16]>C1(C)C(C)=CC=CC=1>[CH2:15]([CH:17]([CH2:20][CH2:21][CH2:22][CH3:23])[CH2:18][O:12][CH2:1][CH2:2][CH2:3][CH2:4][CH2:5][CH2:6][CH2:7][CH2:8][CH2:9][CH2:10][OH:11])[CH3:16] |f:1.2|. Reported procedure: A 1-liter flask equipped with a stirrer and distiller was charged with 25 g (0.14 mol) of 1,10-decanediol, 8.09 g (0.14 mol) of KOH and 300 ml of xylene, and the resultant mixture was heated at 120° C. for 1 hour, thereby distilling off water formed. To this reaction mixture, were added 23.1 g (0.12 mol) of 2-ethylhexyl bromide, and the resulting mixture was heated and stirred for 15 hours. After completion of the reaction, the reaction mixture was cooled to room temperature and washed with wate... Yields the product COCCCOC1=C(C=CC=C1)O (2-(3-Methoxypropyloxy)-phenol). Run in CN(C=O)C (dimethylformamide), CN(C=O)C (dimethylformamide), CN(C=O)C (dimethylformamide). The reactants are COCCCBr (3-bromopropyl methyl ether), C=1(O)C(O)=CC=CC1 (pyrocatechol), [H-].[Na+] (NaH). As a reaction SMILES: [C:1]1([C:3](=[CH:5][CH:6]=[CH:7][CH:8]=1)[OH:4])[OH:2].[H-].[Na+].[CH3:11][O:12][CH2:13][CH2:14][CH2:15]Br>CN(C)C=O>[CH3:11][O:12][CH2:13][CH2:14][CH2:15][O:2][C:1]1[CH:8]=[CH:7][CH:6]=[CH:5][C:3]=1[OH:4] |f:1.2|. Reported procedure: A solution of 22 g of pyrocatechol in 80 ml of dimethylformamide is added at room temperature, within a period of 30 minutes, to a suspension of 8.4 g of NaH (60% dispersion in mineral oil) in 300 ml of dimethylformamide, and the mixture is stirred for one hour at room temperature. A solution of 49.3 g of 3-bromopropyl methyl ether in 80 ml of dimethylformamide is then added dropwise. The reaction mixture is stirred for a further 80 hours at room temperature and is then concentrated by evaporati... Run at time 1 hour. Starting materials: CCCCCC (hexane), IC=1C=NNC1 (4-iodo-1H-pyrazole), [H-].[Na+] (sodium hydride), BrCCCCC(F)(F)F (5-bromo-1,1,1-trifluoropentane). Run in O (water), CCOCC (ether), CN(C)C=O (DMF). Conditions: time 30 minute. The product is IC=1C=NN(C1)CCCCC(F)(F)F (4-Iodo-1-(5,5,5-trifluoropentyl)-1H-pyrazole). Isolated yield 83.3%. As a reaction SMILES: [I:1][C:2]1[CH:3]=[N:4][NH:5][CH:6]=1.[H-].[Na+].Br[CH2:10][CH2:11][CH2:12][CH2:13][C:14]([F:17])([F:16])[F:15].CCCCCC>CN(C=O)C.O.CCOCC>[I:1][C:2]1[CH:3]=[N:4][N:5]([CH2:10][CH2:11][CH2:12][CH2:13][C:14]([F:17])([F:16])[F:15])[CH:6]=1 |f:1.2|. Reported procedure: To a stirred solution of 4-iodo-1H-pyrazole (337 mg, 1.737 mmol) in DMF (10 mL) was added sodium hydride (104 mg, 2.61 mmol). After 30 min, 5-bromo-1,1,1-trifluoropentane (427 mg, 2.085 mmol) was added. The reaction was stirred at rt for 2 h. 3:1 hexane:ether and water were added. The organic layer was washed with H2O, dried over MgSO4, filtered and concentrated in vacuo. The crude product was purified by silica gel chromatography (24 g silica gel, eluted with 0-60% EtOAc in hexanes) to give the...